Dataset: the Open Reaction Database (ORD), a public repository of structured organic reaction records. Task: describe an organic reaction: reactants, conditions, products, and yield Starting materials: CS(=O)(=O)OCC=1SC=C(N1)C1=C(C=CC=C1)Cl ((4-(2-chlorophenyl)thiazol-2-yl)methyl methanesulfonate). The reagents and catalysts are [O-2].[O-2].[Mn+4] (manganese dioxide). The solvent is ClCCl (dichloromethane). Reaction conditions: time 8 hour. Yields the product ClC1=C(C=CC=C1)C=1N=C(SC1)C=O (4-(2-chlorophenyl)thiazole-2-carbaldehyde). As a reaction SMILES: CS([O:5][CH2:6][C:7]1[S:8][CH:9]=[C:10]([C:12]2[CH:17]=[CH:16][CH:15]=[CH:14][C:13]=2[Cl:18])[N:11]=1)(=O)=O>ClCCl.[O-2].[O-2].[Mn+4]>[Cl:18][C:13]1[CH:14]=[CH:15][CH:16]=[CH:17][C:12]=1[C:10]1[N:11]=[C:7]([CH:6]=[O:5])[S:8][CH:9]=1 |f:2.3.4|. Procedure details: (4-(2-Chlorophenyl)thiazol-2-yl)methyl methane-sulfonate 4 from Step C above (0.10 g, 0.51 mmol) is dissolved in dichloromethane (4.0 mL), followed by addition of manganese dioxide (0.18 g, 2 mmol). The suspension is vigorously stirred at room temperature overnight. Filtration and concentration yielded 4-(2-chlorophenyl)thiazole-2-carbaldehyde 5 as a light-brown oil: MS calcd. for C10H7ClNOS (M+H+) 224.0. found 224.0. Starting materials: C1(=CC=CC=C1)C1=NC=CC=C1B(O)O (2-phenylpyridin-3-ylboronic acid), CC1=NOC(=C1C=1C=C(C2=C(NC(O2)=O)C1)C1=C2C=CC=NC2=CC=C1C)C (5-(3,5-dimethylisoxazol-4-yl)-7-(6-methylquinolin-5-yl)benzo[d]oxazol-2(3H)-one). Yields the product CC1=NOC(=C1C=1C=C(C2=C(NC(O2)=O)C1)C=1C(=NC=CC1)C1=CC=CC=C1)C (5-(3,5-dimethylisoxazol-4-yl)-7-(2-phenylpyridin-3-yl)benzo[d]oxazol-2(3H)-one). Reaction SMILES: [C:1]1([C:7]2[C:12](B(O)O)=[CH:11][CH:10]=[CH:9][N:8]=2)[CH:6]=[CH:5][CH:4]=[CH:3][CH:2]=1.[CH3:16][C:17]1[C:21]([C:22]2[CH:23]=[C:24](C3C(C)=CC=C4C=3C=CC=N4)[C:25]3[O:29][C:28](=[O:30])[NH:27][C:26]=3[CH:31]=2)=[C:20]([CH3:43])[O:19][N:18]=1>>[CH3:16][C:17]1[C:21]([C:22]2[CH:23]=[C:24]([C:12]3[C:7]([C:1]4[CH:6]=[CH:5][CH:4]=[CH:3][CH:2]=4)=[N:8][CH:9]=[CH:10][CH:11]=3)[C:25]3[O:29][C:28](=[O:30])[NH:27][C:26]=3[CH:31]=2)=[C:20]([CH3:43])[O:19][N:18]=1. Procedure details: The title compound was synthesized using 2-phenylpyridin-3-ylboronic acid in a similar fashion with 5-(3,5-dimethylisoxazol-4-yl)-7-(6-methylquinolin-5-yl)benzo[d]oxazol-2(3H)-one (Example 11). Reactants: CCCC[SnH](CCCC)CCCC (Bu3SnH), C(C)(C)(C)OC(=O)N1[C@H]2[C@H](C[C@@H]([C@H](C1=O)C2)NC(=O)OCC2=CC=CC=C2)I ((1R,2S,4S,5R)-2-benzyloxycarbonylamino-4-iodo-7-oxo-6-aza-bicyclo[3.2.1]octane-6-carboxylic acid tert-butyl ester), C1=CC=CC=C1 (benzene). The reagents and catalysts are CC(C)(C#N)N=NC(C)(C)C#N (AIBN). Yields the product C(C)(C)(C)OC(=O)N1C2CCCC(C1=O)(C2)NC(=O)OCC2=CC=CC=C2 (benzyloxycarbonylamino-7-oxo-6-aza-bicyclo[3.2.1]octane-6-carboxylic acid tert-butyl ester), C(C)(C)(C)OC(=O)N1[C@@H]2CC[C@@H]([C@H](C1=O)C2)NC(=O)OCC2=CC=CC=C2 ((1R,2S,5R)-2-Benzyloxycarbonylamino-7-oxo-6-aza-bicyclo[3.2.1]octane-6-carboxylic acid tert-butyl ester). Reaction SMILES: [C:1]([O:5][C:6]([N:8]1[C:14](=[O:15])[C@@H:13]2[CH2:16][C@@H:9]1[C@@H:10](I)[CH2:11][C@@H:12]2[NH:17][C:18]([O:20][CH2:21][C:22]1[CH:27]=[CH:26][CH:25]=[CH:24][CH:23]=1)=[O:19])=[O:7])([CH3:4])([CH3:3])[CH3:2].CCCC[SnH](CCCC)CCCC.[CH:42]1[CH:47]=[CH:46][CH:45]=[CH:44][CH:43]=1>CC(N=NC(C#N)(C)C)(C#N)C>[C:1]([O:5][C:6]([N:8]1[C:14](=[O:15])[C:13]2([NH:8][C:6]([O:5][CH2:1][C:42]3[CH:47]=[CH:46][CH:45]=[CH:44][CH:43]=3)=[O:7])[CH2:16][CH:9]1[CH2:10][CH2:11][CH2:12]2)=[O:7])([CH3:4])([CH3:3])[CH3:2].[C:1]([O:5][C:6]([N:8]1[C:14](=[O:15])[C@@H:13]2[CH2:16][C@H:9]1[CH2:10][CH2:11][C@@H:12]2[NH:17][C:18]([O:20][CH2:21][C:22]1[CH:27]=[CH:26][CH:25]=[CH:24][CH:23]=1)=[O:19])=[O:7])([CH3:4])([CH3:2])[CH3:3]. Procedure details: A sample of (1R,2S,4S,5R)-2-benzyloxycarbonylamino-4-iodo-7-oxo-6-aza-bicyclo[3.2.1]octane-6-carboxylic acid tert-butyl ester (43.3 g) was dissolved in benzene (580 mL) prior to the addition of Bu3SnH (27.8 g) and AIBN (0.7 g). The resulting mixture was warmed to a gentle reflux for 3 h. After cooling, the solvent was removed and hexane was added. The resulting white solid was collected by vacuum filtration to give the title compound, (1R,2S,5R)-2-Benzyloxycarbonylamino-7-oxo-6-aza-bicyclo[3.2.1... The reactants are Cl (hydrochloric acid), FC=1C=CC(=C(C1)C1CC(C=2C(=CC=NC2C1)C)=O)O (7-(5-fluoro-2-hydroxyphenyl)-4-methyl-5,6,7,8-tetrahydroquinolin-5-one), C(=N)(N)NN.Cl (aminoguanidine hydrochloride). The solvent is C(C)O (ethanol). Conditions: temperature 110 celsius, time 2.5 hour. Yields the product Cl.FC=1C=CC(=C(C1)C1CC(C=2C(=CC=NC2C1)C)=NNC(=N)N)O (7-(5-fluoro-2-hydroxyphenyl)-5-guanidinoimino-4-methyl-5,6,7,8-tetrahydroquinoline hydrochloride). The yield is 99.4%. As a reaction SMILES: [F:1][C:2]1[CH:3]=[CH:4][C:5]([OH:20])=[C:6]([CH:8]2[CH2:17][C:16]3[N:15]=[CH:14][CH:13]=[C:12]([CH3:18])[C:11]=3[C:10](=O)[CH2:9]2)[CH:7]=1.[C:21]([NH:24][NH2:25])([NH2:23])=[NH:22].[ClH:26].Cl>C(O)C>[ClH:26].[F:1][C:2]1[CH:3]=[CH:4][C:5]([OH:20])=[C:6]([CH:8]2[CH2:17][C:16]3[N:15]=[CH:14][CH:13]=[C:12]([CH3:18])[C:11]=3[C:10](=[N:25][NH:24][C:21]([NH2:23])=[NH:22])[CH2:9]2)[CH:7]=1 |f:1.2,5.6|. Procedure details: To a mixture of 7-(5-fluoro-2-hydroxyphenyl)-4-methyl-5,6,7,8-tetrahydroquinolin-5-one (0.75 g) and aminoguanidine hydrochloride (0.333 g) were added ethanol (8 ml) and concentrated hydrochloric acid (0. 5 ml), and the mixture was stirred at 110° C. (bath temperature) for 2.5 hours. The reaction solution was cooled to room temperature, and the resulting crystals were filtered and dried to give 7-(5-fluoro-2-hydroxyphenyl)-5-guanidinoimino-4-methyl-5,6,7,8-tetrahydroquinoline hydrochloride (Compo... Starting materials: OCC1N(C(C2=CC=CC=C2C1)=O)C(CO)C (3-(Hydroxymethyl)-2-(1-hydroxypropan-2-yl)-3,4-dihydroisoquinolin-1(2H)-one), S(=O)(Cl)Cl (thionyl chloride), C(Cl)(Cl)Cl (chloroform), C(Cl)(Cl)Cl (chloroform). Yields the product ClCC1N(C(C2=CC=CC=C2C1)=O)C(CCl)C (3-(chloromethyl)-2-(1-chloropropan-2-yl)-3,4-dihydroisoquinolin-1(2H)-one). Isolated yield 69.0%. Reaction SMILES: O[CH2:2][CH:3]1[CH2:12][C:11]2[C:6](=[CH:7][CH:8]=[CH:9][CH:10]=2)[C:5](=[O:13])[N:4]1[CH:14]([CH3:17])CO.S(Cl)([Cl:20])=O.[CH:22]([Cl:25])(Cl)Cl>>[Cl:20][CH2:2][CH:3]1[CH2:12][C:11]2[C:6](=[CH:7][CH:8]=[CH:9][CH:10]=2)[C:5](=[O:13])[N:4]1[CH:14]([CH3:17])[CH2:22][Cl:25]. Procedure details: 3-(Hydroxymethyl)-2-(1-hydroxypropan-2-yl)-3,4-dihydroisoquinolin-1(2H)-one (from Isomer B, 0.20 g, 0.85 mmol) in chloroform (7.6 ml) was added to a stirring solution of thionyl chloride (1.8 ml) in chloroform (10 ml). After refluxing overnight the condenser was removed and the majority of the solvent allowed to evaporate over the next 4 h. The residue was purified by flash chromatography (SiO2, CH2Cl2 to 50% EtOAc in CH2Cl2) affording pure product (0.16 g, 69% yield). MS (ESI) 273/275 (M+H). The reactants are CC1C(=O)OC1CCCCc1ccccc1, COc1ccc(S)cc1OC, CO, CC(C)O, [Na+], O=C1CCO1, [OH-]. Product: COc1ccc(SC(CCCCc2ccccc2)C(C)C(=O)O)cc1OC. As a reaction SMILES: [CH3:14][CH:15]1[C:16](=[O:29])[O:17][CH:18]1[CH2:19][CH2:20][CH2:21][CH2:22][c:23]1[cH:24][cH:25][cH:26][cH:27][cH:28]1.[CH3:1][O:2][c:3]1[cH:4][c:5]([SH:11])[cH:6][cH:7][c:8]1[O:9][CH3:10].[CH3:39][OH:40].[CH:35]([OH:36])([CH3:37])[CH3:38].[Na+:13].[O:30]1[CH2:31][CH2:32][C:33]1=[O:34].[OH-:12]>>[CH3:1][O:2][c:3]1[cH:4][c:5]([S:11][CH:18]([CH:15]([CH3:14])[C:16](=[O:17])[OH:29])[CH2:19][CH2:20][CH2:21][CH2:22][c:23]2[cH:24][cH:25][cH:26][cH:27][cH:28]2)[cH:6][cH:7][c:8]1[O:9][CH3:10]. The reactants are CC(C)(SCCC1CCOC1)C(=O)O, CC(OC1CCCCO1)C(C)(C)c1cc(N)on1, CCN(C(C)C)C(C)C, [Cl-], O=C(Cl)C(=O)Cl, ClCCl, CN(C)C=O. The product is CC(OC1CCCCO1)C(C)(C)c1cc(NC(=O)C(C)(C)SCCC2CCOC2)on1. Reaction SMILES: [CH3:1][C:2]([C:3](=[O:4])[OH:5])([CH3:6])[S:7][CH2:8][CH2:9][CH:10]1[CH2:11][O:12][CH2:13][CH2:14]1.[CH3:31][C:32]([CH3:33])([CH:34]([CH3:35])[O:36][CH:37]1[O:38][CH2:39][CH2:40][CH2:41][CH2:42]1)[c:43]1[n:44][o:45][c:46]([NH2:48])[cH:47]1.[CH:22]([N:23]([CH2:24][CH3:25])[CH:26]([CH3:27])[CH3:28])([CH3:29])[CH3:30].[Cl-:15].[Cl:16][C:17]([C:18]([Cl:19])=[O:20])=[O:21].[Cl:49][CH2:50][Cl:51].[O:52]=[CH:53][N:54]([CH3:55])[CH3:56]>>[CH3:1][C:2]([C:3](=[O:5])[NH:48][c:46]1[o:45][n:44][c:43]([C:32]([CH3:31])([CH3:33])[CH:34]([CH3:35])[O:36][CH:37]2[O:38][CH2:39][CH2:40][CH2:41][CH2:42]2)[cH:47]1)([CH3:6])[S:7][CH2:8][CH2:9][CH:10]1[CH2:11][O:12][CH2:13][CH2:14]1. The reactants are [Si](C)(C)(C(C)(C)C)OCCCC1=CC=C(OCCCC2C(COC3=CC(=CC=C23)OCOC)(C)C2=CC=C(C=C2)OCOC)C=C1 ((3RS,4RS)-4-{3-[4-(3-t-butyl-dimethylsilyloxypropyl)phenoxy]-1-propyl}-7-methoxymethyloxy-3-(4-methoxymethyloxyphenyl)-3-methylchroman), OCCCCCCCCCC1C(COC2=CC(=CC=C12)OCOC)(C)C1=CC=C(C=C1)OCOC (4-[9-hydroxy-1-nonyl]-7-methoxymethyloxy-3-(4-methoxymethyloxyphenyl)-3-methylchroman). The product is OCCCC1=CC=C(OCCCC2C(COC3=CC(=CC=C23)OCOC)(C)C2=CC=C(C=C2)OCOC)C=C1 (4-{3-[4-(3-hydroxypropyl)phenoxy]-1-propyl}-7-methoxymethyloxy-3-(4-methoxymethyloxyphenyl)-3-methylchroman). As a reaction SMILES: [Si]([O:8][CH2:9][CH2:10][CH2:11][C:12]1[CH:46]=[CH:45][C:15]([O:16][CH2:17][CH2:18][CH2:19][CH:20]2[C:29]3[C:24](=[CH:25][C:26]([O:30][CH2:31][O:32][CH3:33])=[CH:27][CH:28]=3)[O:23][CH2:22][C:21]2([C:35]2[CH:40]=[CH:39][C:38]([O:41][CH2:42][O:43][CH3:44])=[CH:37][CH:36]=2)[CH3:34])=[CH:14][CH:13]=1)(C(C)(C)C)(C)C.OCCCCCCCCCC1C2C(=CC(OCOC)=CC=2)OCC1(C1C=CC(OCOC)=CC=1)C>>[OH:8][CH2:9][CH2:10][CH2:11][C:12]1[CH:13]=[CH:14][C:15]([O:16][CH2:17][CH2:18][CH2:19][CH:20]2[C:29]3[C:24](=[CH:25][C:26]([O:30][CH2:31][O:32][CH3:33])=[CH:27][CH:28]=3)[O:23][CH2:22][C:21]2([C:35]2[CH:36]=[CH:37][C:38]([O:41][CH2:42][O:43][CH3:44])=[CH:39][CH:40]=2)[CH3:34])=[CH:45][CH:46]=1. Procedure details: The title compound was prepared from (3RS,4RS)-4-{3-[4-(3-t-butyl-dimethylsilyloxypropyl)phenoxy]-1-propyl}-7-methoxymethyloxy-3-(4-methoxymethyloxyphenyl)-3-methylchroman according to the same method for the synthesis of 4-[9-hydroxy-1-nonyl]-7-methoxymethyloxy-3-(4-methoxymethyloxyphenyl)-3-methylchroman described in International Patent Appln. No. PCT/KR97/00265. The reactants are NC1=CC=C(C=C1)C1=C(C#N)C(=CN=C1)Cl (3-(4-Amino-phenyl)-5-chloro-isonicotinonitrile), O.NN (hydrazine hydrate). Yields the product NC1=CC=C(C=C1)C1=C2C(=CN=C1)NN=C2N (4-(4-Amino-phenyl)-1H-pyrazolo[3,4-c]pyridin-3-ylamine). RXN SMILES: [NH2:1][C:2]1[CH:7]=[CH:6][C:5]([C:8]2[CH:15]=[N:14][CH:13]=[C:12](Cl)[C:9]=2[C:10]#[N:11])=[CH:4][CH:3]=1.O.[NH2:18][NH2:19]>>[NH2:1][C:2]1[CH:3]=[CH:4][C:5]([C:8]2[CH:15]=[N:14][CH:13]=[C:12]3[NH:18][N:19]=[C:10]([NH2:11])[C:9]=23)=[CH:6][CH:7]=1 |f:1.2|. Procedure: The product from Example 1C (1.4 g) in hydrazine hydrate (10 mL) was heated at 110° C. for 3 hours, cooled to room temperature, and partitioned between water and ethyl acetate. The organic layer was dried (Na2SO4), filtered, and the filtrate was concentrated under reduced pressure. The residue was purified via silica gel chromatography eluting with 8% methanol in CH2Cl2 to provide 0.5 g of the title compound as a yellow solid. MS (ESI(+)) m/e 225 (M+H)+. The reactants are CCCCCOc1c(OC)cccc1-c1cccc(C=CC(=O)OC)c1, CCO, [Na+], [OH-]. Product: CCCCCOc1c(OC)cccc1-c1cccc(C=CC(=O)O)c1. Reaction SMILES: [CH3:1][O:2][c:3]1[c:4]([O:21][CH2:22][CH2:23][CH2:24][CH2:25][CH3:26])[c:5](-[c:9]2[cH:10][c:11]([CH:12]=[CH:13][C:14](=[O:15])[O:16][CH3:17])[cH:18][cH:19][cH:20]2)[cH:6][cH:7][cH:8]1.[CH3:29][CH2:30][OH:31].[Na+:28].[OH-:27]>>[CH3:1][O:2][c:3]1[c:4]([O:21][CH2:22][CH2:23][CH2:24][CH2:25][CH3:26])[c:5](-[c:9]2[cH:10][c:11]([CH:12]=[CH:13][C:14](=[O:15])[OH:16])[cH:18][cH:19][cH:20]2)[cH:6][cH:7][cH:8]1.